This data is from the Open Reaction Database (ORD), a public repository of structured organic reaction records. The task is: describe an organic reaction: reactants, conditions, products, and yield Reactants: CC1(CC2=C(C3=C(C(NCC3)=O)S2)C1)C (6,6-Dimethyl-3,4,6,7-tetrahydro-5H-cyclopenta[4,5]thieno[2,3-c]pyridine-1(2H)-one), C(C)(=O)OCC1=C(C=CC=C1Br)Br (2,6-dibromobenzyl acetate), C([O-])([O-])=O.[Cs+].[Cs+] (cesium carbonate), CNCCNC (N,N′-dimethylethylenediamine). Reagents/catalysts: [Cu](I)I (copper iodide). Solvent: O1CCOCC1 (1,4-dioxane). Run at temperature 90 celsius. Yields the product C(C)(=O)OCC1=C(C=CC=C1N1C(C=2SC=3CC(CC3C2CC1)(C)C)=O)Br ((2-Bromo-6-{4,4-dimethyl-9-oxo-7-thia-10-azatricyclo[6.4.0.02,6]dodeca-1(8),2(6)-dien-10-yl}phenyl)methyl Acetate). Yield: 52.0%. RXN SMILES: [CH3:1][C:2]1([CH3:15])[CH2:14][C:5]2[C:6]3[CH2:11][CH2:10][NH:9][C:8](=[O:12])[C:7]=3[S:13][C:4]=2[CH2:3]1.[C:16]([O:19][CH2:20][C:21]1[C:26]([Br:27])=[CH:25][CH:24]=[CH:23][C:22]=1Br)(=[O:18])[CH3:17].C(=O)([O-])[O-].[Cs+].[Cs+].CNCCNC>[Cu](I)I.O1CCOCC1>[C:16]([O:19][CH2:20][C:21]1[C:22]([N:9]2[CH2:10][CH2:11][C:6]3[C:5]4[CH2:14][C:2]([CH3:15])([CH3:1])[CH2:3][C:4]=4[S:13][C:7]=3[C:8]2=[O:12])=[CH:23][CH:24]=[CH:25][C:26]=1[Br:27])(=[O:18])[CH3:17] |f:2.3.4|. Procedure: A 250-mL single-neck round-bottomed flask equipped with a magnetic stirrer and nitrogen inlet was charged with 105h (624 mg, 2.82 mmol), 2,6-dibromobenzyl acetate 104g (1.73 g, 5.65 mmol), cesium carbonate (1.84 g, 5.65 mmol), N,N′-dimethylethylenediamine (249 mg, 2.82 mmol) and 1,4-dioxane (15 mL). After bubbling nitrogen through the resulting suspension for 30 min, copper iodide (269 mg, 1.41 mmol) was added. A reflux condenser was attached to the flask, and the reaction mixture was heated at ... The reactants are CC(C)(C)NS(=O)(=O)c1ccccc1-c1ccc(NC(=O)C2CCCN2C(=O)OC(C)(C)C)c(F)c1, CCOC(C)=O, ClCCl, O=C(O)C(F)(F)F. Product: CC(C)(C)NS(=O)(=O)c1ccccc1-c1ccc(NC(=O)C2CCCN2)c(F)c1. As a reaction SMILES: [C:1]([O:2][C:3](=[O:4])[N:8]1[CH:9]([C:13]([NH:14][c:15]2[c:16]([F:35])[cH:17][c:18](-[c:21]3[c:22]([S:27]([NH:28][C:29]([CH3:30])([CH3:31])[CH3:32])(=[O:33])=[O:34])[cH:23][cH:24][cH:25][cH:26]3)[cH:19][cH:20]2)=[O:36])[CH2:10][CH2:11][CH2:12]1)([CH3:5])([CH3:6])[CH3:7].[CH3:47][CH2:48][O:49][C:50]([CH3:51])=[O:52].[Cl:44][CH2:45][Cl:46].[OH:37][C:38]([C:39]([F:40])([F:41])[F:42])=[O:43]>>[NH:8]1[CH:9]([C:13]([NH:14][c:15]2[c:16]([F:35])[cH:17][c:18](-[c:21]3[c:22]([S:27]([NH:28][C:29]([CH3:30])([CH3:31])[CH3:32])(=[O:33])=[O:34])[cH:23][cH:24][cH:25][cH:26]3)[cH:19][cH:20]2)=[O:36])[CH2:10][CH2:11][CH2:12]1.